From a dataset of the Open Reaction Database (ORD), a public repository of structured organic reaction records. describe an organic reaction: reactants, conditions, products, and yield Reactants: ClC1=NC(=CC=C1)C (2-chloro-6-methylpyridine), BrN1C(CCC1=O)=O (N-bromosuccinimide), C(C1=CC=CC=C1)(=O)OOC(C1=CC=CC=C1)=O (benzoyl peroxide), N1CCCCC1 (piperidine). Solvent: C(Cl)(Cl)(Cl)Cl (carbon tetrachloride). Product: ClC1=NC(=CC=C1)CN1CCCCC1 (2-Chloro-6-piperidinomethylpyridine). Isolated yield 41.0%. RXN SMILES: [Cl:1][C:2]1[CH:7]=[CH:6][CH:5]=[C:4]([CH3:8])[N:3]=1.BrN1C(=O)CCC1=O.C(OOC(=O)C1C=CC=CC=1)(=O)C1C=CC=CC=1.[NH:35]1[CH2:40][CH2:39][CH2:38][CH2:37][CH2:36]1>C(Cl)(Cl)(Cl)Cl>[Cl:1][C:2]1[CH:7]=[CH:6][CH:5]=[C:4]([CH2:8][N:35]2[CH2:40][CH2:39][CH2:38][CH2:37][CH2:36]2)[N:3]=1. Procedure details: To 2-chloro-6-methylpyridine (50.0 g, 0.392 mole) in 393 mL of carbon tetrachloride was added N-bromosuccinimide (87.2 g, 0.49 mole) and 1.0 g of benzoyl peroxide. The mixture was stirred at reflux for 22 hours, cooled to 10° and filtered. The chilled filtrate then was treated slowly with piperidine (83.5 g, 0.98 mole) and allowed to stir at ambient temperature for 18 hours. After removal of the piperidine hydrobromide by filtration, the filtrate was concentrated to about half volume and extract... Reactants: C=O, CCOC(=O)C1CCNCC1, CC(=O)O, CO. The product is CCOC(=O)C1CCN(C)CC1. RXN SMILES: [CH2:12]=[O:13].[CH2:1]([CH3:2])[O:3][C:4](=[O:5])[CH:6]1[CH2:7][CH2:8][NH:9][CH2:10][CH2:11]1.[CH3:14][C:15](=[O:16])[OH:17].[CH3:18][OH:19]>>[CH2:1]([CH3:2])[O:3][C:4](=[O:5])[CH:6]1[CH2:7][CH2:8][N:9]([CH3:14])[CH2:10][CH2:11]1. The reactants are C1(=CC=CC=C1)\C(=C/CCCCCO)\C=1C=NC=CC1 ((E)-7-Phenyl-7-(3-pyridyl)-6-hepten-1-ol), C(=O)O (formic acid). The product is C(=O)OCCCCC\C=C(\C=1C=NC=CC1)/C1=CC=CC=C1 (1-formyloxy-(E)-7-phenyl-7-(3-pyridyl)-6-heptene). The yield is 91.0%. Reaction SMILES: [C:1]1(/[C:7](/[C:15]2[CH:16]=[N:17][CH:18]=[CH:19][CH:20]=2)=[CH:8]\[CH2:9][CH2:10][CH2:11][CH2:12][CH2:13][OH:14])[CH:6]=[CH:5][CH:4]=[CH:3][CH:2]=1.[CH:21](O)=[O:22]>>[CH:21]([O:14][CH2:13][CH2:12][CH2:11][CH2:10][CH2:9]/[CH:8]=[C:7](\[C:1]1[CH:2]=[CH:3][CH:4]=[CH:5][CH:6]=1)/[C:15]1[CH:16]=[N:17][CH:18]=[CH:19][CH:20]=1)=[O:22]. Procedure: (E)-7-Phenyl-7-(3-pyridyl)-6-hepten-1-ol (1.2 g, 4.5 mmoles) was added to formic acid (10 ml) and the mixture was refluxed for 7 hours. After cooling, the mixture was concentrated under reduced pressure and the resulting oil was subjected to silica gel column chromatography using isopropyl ether-ethyl acetate (1:1) as the eluent to give 1-formyloxy-(E)-7-phenyl-7-(3-pyridyl)-6-heptene (1.2 g, 91%) (Compound Id-20) as an oil. Procedure: 1-tert-Butoxycarbonylpiperazine (103 g) was dissolved in DMF (600 mL) and diketene (56 mL) was added over 20 min at room temperature. The mixture was stirred for 2 hr. The solvent was evaporated under reduced pressure and the residue was diluted with ethyl acetate. The mixture washed with water and saturated brine and dried. The solvent was evaporated under reduced pressure to give 1-acetoacetyl-4-tert-butoxycarbonyl piperazine (129 g) as a pale-brown powder. Yields the product C(CC(=O)C)(=O)N1CCN(CC1)C(=O)OC(C)(C)C (1-acetoacetyl-4-tert-butoxycarbonyl piperazine). The reactants are C(C)(C)(C)OC(=O)N1CCNCC1 (1-tert-Butoxycarbonylpiperazine), C=C1CC(=O)O1 (diketene). Run in CN(C)C=O (DMF). Reaction conditions: time 2 hour. RXN SMILES: [C:1]([O:5][C:6]([N:8]1[CH2:13][CH2:12][NH:11][CH2:10][CH2:9]1)=[O:7])([CH3:4])([CH3:3])[CH3:2].[CH2:14]=[C:15]1[O:19][C:17](=[O:18])[CH2:16]1>CN(C=O)C>[C:17]([N:11]1[CH2:12][CH2:13][N:8]([C:6]([O:5][C:1]([CH3:4])([CH3:2])[CH3:3])=[O:7])[CH2:9][CH2:10]1)(=[O:18])[CH2:16][C:15]([CH3:14])=[O:19].